This data is from the Open Reaction Database (ORD), a public repository of structured organic reaction records. The task is: describe an organic reaction: reactants, conditions, products, and yield Isolated yield 99.9%. Reaction SMILES: [CH2:1]([O:8][C:9]1[CH:10]=[C:11]([C@:15]23[CH2:24][C:23]4[N:25]=[C:26]5[C:31](=[CH:32][C:22]=4[CH2:21][C@H:20]2[CH2:19][N:18](C(OC=C)=O)[CH2:17][CH2:16]3)[CH:30]=[CH:29][CH:28]=[CH:27]5)[CH:12]=[CH:13][CH:14]=1)[C:2]1[CH:7]=[CH:6][CH:5]=[CH:4][CH:3]=1.C(=O)(O)[O-].[Na+].O>CO.Cl>[CH2:1]([O:8][C:9]1[CH:10]=[C:11]([C@:15]23[CH2:24][C:23]4[N:25]=[C:26]5[C:31](=[CH:32][C:22]=4[CH2:21][C@H:20]2[CH2:19][NH:18][CH2:17][CH2:16]3)[CH:30]=[CH:29][CH:28]=[CH:27]5)[CH:12]=[CH:13][CH:14]=1)[C:2]1[CH:3]=[CH:4][CH:5]=[CH:6][CH:7]=1 |f:1.2,4.5|. Product: C(C1=CC=CC=C1)OC=1C=C(C=CC1)[C@]12CCNC[C@@H]2CC2=C(C1)N=C1C=CC=CC1=C2 ((4aR, 12aR)-4a-(3-benzyloxyphenyl)-1,2,3,4,4a,5,12,12a-octahydroquinolino[2, 3-g]isoquinoline). Starting materials: C(C1=CC=CC=C1)OC=1C=C(C=CC1)[C@]12CCN(C[C@@H]2CC2=C(C1)N=C1C=CC=CC1=C2)C(=O)OC=C ((4aR, 12aR)-4a-(3-benzyloxyphenyl)-2-vinyloxycarbonyl-1,2,3,4,4a,5,12,12a-octahydroquinolino[2, 3-g]isoquinoline), C([O-])(O)=O.[Na+] (sodiumbicarbonate), O (water), resultant solution. Run at temperature 0 celsius. Procedure: (4aR, 12aR)-4a-(3-benzyloxyphenyl)-2-vinyloxycarbonyl-1,2,3,4,4a,5,12,12a-octahydroquinolino[2, 3-g]isoquinoline (181 mg, 0.369 mmol) was dissolved in a 10% hydrogen chloride methanol solution (6 ml), and the resultant solution was heated under reflux for 1 hour. After the solution was cooled to 0°C., an aqueous saturated sodiumbicarbonate solution (30 ml) and water (150 ml) were added to the solution, followed by extraction with chloroform (200 ml, 2 times). The organic layers were dried, and t... Solvent: CO.Cl (hydrogen chloride methanol). Reactants: ICC (iodoethane), C(C1=CC=CC=C1)OCCCOC1=CC=C2CCC(OC2=C1)C(=O)OCC (ethyl 7-(3-benzyloxypropoxy)-chromane-2-carboxylate), CN(P(=O)(N(C)C)N(C)C)C (hexamethylphosphoramide), C[Si](C)(C)[N-][Si](C)(C)C.[Na+] (sodium bis(trimethylsilyl) amide). Run in C1CCOC1 (THF), C1CCOC1 (THF). Conditions: time 30 minute. Yields the product C(C1=CC=CC=C1)OCCCOC1=CC=C2CCC(OC2=C1)(C(=O)OCC)CC (Ethyl 7-(3-benzyloxypropoxy)-2-ethylchromane-2-carboxylate). The yield is 69.9%. RXN SMILES: [CH2:1]([O:8][CH2:9][CH2:10][CH2:11][O:12][C:13]1[CH:22]=[C:21]2[C:16]([CH2:17][CH2:18][CH:19]([C:23]([O:25][CH2:26][CH3:27])=[O:24])[O:20]2)=[CH:15][CH:14]=1)[C:2]1[CH:7]=[CH:6][CH:5]=[CH:4][CH:3]=1.CN(C)P(N(C)C)(N(C)C)=O.C[Si]([N-][Si](C)(C)C)(C)C.[Na+].I[CH2:50][CH3:51]>C1COCC1>[CH2:1]([O:8][CH2:9][CH2:10][CH2:11][O:12][C:13]1[CH:22]=[C:21]2[C:16]([CH2:17][CH2:18][C:19]([CH2:50][CH3:51])([C:23]([O:25][CH2:26][CH3:27])=[O:24])[O:20]2)=[CH:15][CH:14]=1)[C:2]1[CH:7]=[CH:6][CH:5]=[CH:4][CH:3]=1 |f:2.3|. Procedure: To a 85 ml anhydrous THF solution of ethyl 7-(3-benzyloxypropoxy)-chromane-2-carboxylate (5.0 g, 13.5 mmol) and hexamethylphosphoramide (3.1 ml, 17.8 mmol) was added sodium bis(trimethylsilyl) amide 1.0M/THF solution (16.2 ml, 16.2 mmol) was added upon cooling in a dry ice-acetone bath. After stirring for 30 min at that temperature, to it was added iodoethane (3.3 ml, 41.3 mmol). The cooling bath was removed allowing the reaction mixture to warm to rt overnight. The solvent was removed under red... The reactants are ClC=1C=C(C(=O)NC2=CC(=C(C=C2)C)O)C=CC1F (3-chloro-4-fluoro-N-(3-hydroxy-4-methyl-phenyl)-benzamide), C(O)CN (ethanolamine). Solvent: CS(=O)C (dimethylsulfoxide). Reaction conditions: temperature 140 celsius. Yields the product ClC=1C=C(C(=O)NC2=CC(=C(C=C2)C)O)C=CC1NCCO (3-chloro-4-(2-hydroxy-ethylamino)-N-(3-hydroxy-4-methyl-phenyl)-benzamide). As a reaction SMILES: [Cl:1][C:2]1[CH:3]=[C:4]([CH:16]=[CH:17][C:18]=1F)[C:5]([NH:7][C:8]1[CH:13]=[CH:12][C:11]([CH3:14])=[C:10]([OH:15])[CH:9]=1)=[O:6].[CH2:20]([CH2:22][NH2:23])[OH:21]>CS(C)=O>[Cl:1][C:2]1[CH:3]=[C:4]([CH:16]=[CH:17][C:18]=1[NH:23][CH2:22][CH2:20][OH:21])[C:5]([NH:7][C:8]1[CH:13]=[CH:12][C:11]([CH3:14])=[C:10]([OH:15])[CH:9]=1)=[O:6]. Procedure: A solution of 3-chloro-4-fluoro-N-(3-hydroxy-4-methyl-phenyl)-benzamide (1.0 g, 3.58 mmol, from above) in dimethylsulfoxide (5.0 mL) was treated with ethanolamine (10.0 mL) (Aldrich) and heated at 140° C. for 50 minutes in a microwave reactor. The reaction mixture was then partitioned between ethyl acetate and water. The aqueous phase was acidified with 2N hydrochloric acid. The precipitate was filtered, washed with water and dried. The aqueous phase was extracted with ethyl acetate (2×). The co... Reactants: ClC=1C=C(CN2C(=CC3=C(C=CC=C23)COC2OCCCC2)C(=O)OCC)C=CC1Cl (Ethyl N-(3,4-dichlorobenzyl)-4-(2-tetrahydropyranyloxy)methylindole-2-carboxylate), C1(=CC=C(C=C1)S(=O)(=O)O)C (p-toluenesulphonic acid). The solvent is C(C)O (ethanol). Product: ClC=1C=C(CN2C(=CC3=C(C=CC=C23)CO)C(=O)OCC)C=CC1Cl (Ethyl N-(3,4-dichlorobenzyl)-4-hydroxymethylindole-2-carboxylate). Isolated yield 89.9%. Reaction SMILES: [Cl:1][C:2]1[CH:3]=[C:4]([CH:28]=[CH:29][C:30]=1[Cl:31])[CH2:5][N:6]1[C:14]2[C:9](=[C:10]([CH2:15][O:16]C3CCCCO3)[CH:11]=[CH:12][CH:13]=2)[CH:8]=[C:7]1[C:23]([O:25][CH2:26][CH3:27])=[O:24].C1(C)C=CC(S(O)(=O)=O)=CC=1>C(O)C>[Cl:1][C:2]1[CH:3]=[C:4]([CH:28]=[CH:29][C:30]=1[Cl:31])[CH2:5][N:6]1[C:14]2[C:9](=[C:10]([CH2:15][OH:16])[CH:11]=[CH:12][CH:13]=2)[CH:8]=[C:7]1[C:23]([O:25][CH2:26][CH3:27])=[O:24]. Procedure: Ethyl N-(3,4-dichlorobenzyl)-4-(2-tetrahydropyranyloxy)methylindole-2-carboxylate (4.38 g) and p-toluenesulphonic acid (100 mg) in ethanol (100 ml) was stirred at ambient temperature for 3 hours, then concentrated in vacuo and the residue dissolved in ethyl acetate (100 ml), washed with water (100 ml), dried (MgSO4) and concentrated to give the product as an off-white solid (3.22 g, 90%); NMR δ(CD3SOCD3) 1.25 (t, 3H), 4.25 (q, 2H). 4.80 (d, 2H), 5.20 (m, 1H), 5.80 (s, 2H), 6.85 (m, 1H) 7.10 (d, ... The reactants are [Cl-].[Al+3].[Cl-].[Cl-] (aluminium chloride), O (water), FC1=C(C=CC(=C1)CC(CC)C)C1=CC=CC=C1 ((+)-2-Fluoro-4(2-methylbutyl)biphenyl), C(CCC)[C@@H]1CC[C@H](CC1)CC(=O)Cl (trans-4-n-butylcyclohexylacetyl chloride). Solvent: ClCCl (dichloromethane), ClCCl (dichloromethane). Conditions: temperature 23 celsius. Product: C(CCC)[C@@H]1CC[C@H](CC1)CC(=O)C1=CC=C(C=C1)C1=C(C=C(C=C1)CC(CC)C)F ((+)-4-(trans-4-n-Butylcyclohexylacetyl)-2'-fluoro-4'-(2-methylbutyl)biphenyl). Yield: 85.0%. As a reaction SMILES: [F:1][C:2]1[CH:7]=[C:6]([CH2:8][CH:9]([CH3:12])[CH2:10][CH3:11])[CH:5]=[CH:4][C:3]=1[C:13]1[CH:18]=[CH:17][CH:16]=[CH:15][CH:14]=1.[CH2:19]([C@H:23]1[CH2:28][CH2:27][C@H:26]([CH2:29][C:30](Cl)=[O:31])[CH2:25][CH2:24]1)[CH2:20][CH2:21][CH3:22].[Cl-].[Al+3].[Cl-].[Cl-].O>ClCCl>[CH2:19]([C@H:23]1[CH2:24][CH2:25][C@H:26]([CH2:29][C:30]([C:16]2[CH:15]=[CH:14][C:13]([C:3]3[CH:4]=[CH:5][C:6]([CH2:8][CH:9]([CH3:12])[CH2:10][CH3:11])=[CH:7][C:2]=3[F:1])=[CH:18][CH:17]=2)=[O:31])[CH2:27][CH2:28]1)[CH2:20][CH2:21][CH3:22] |f:2.3.4.5|. Procedure: A mixture of (+)-2-Fluoro-4(2-methylbutyl)biphenyl (10 gram) and trans-4-n-butylcyclohexylacetyl chloride (9.4 gram) in dichloromethane (20 ml) was added over 20 minutes to a cooled (5°-10° C.), stirred suspension of anhydrous aluminium chloride 6.1 gram) in dichloromethane (20 ml). After the addition the reaction mixture was allowed to warm to 23° C. and left stirring for 17 hours. The resulting solution was added to water (200 ml), extracted successively with petroleum spirit (bp. 60°-80°:180 ...